From a dataset of the Open Reaction Database (ORD), a public repository of structured organic reaction records. describe an organic reaction: reactants, conditions, products, and yield Reactants: COc1ccc(CN)cc1, COC(=O)c1c(I)cc(Cl)cc1CBr, CCOC(C)=O, Cc1ccccc1, CCCCCC, [K+], [K+], O=C([O-])[O-]. As a reaction SMILES: [CH3:15][O:16][c:17]1[cH:18][cH:19][c:20]([CH2:21][NH2:22])[cH:23][cH:24]1.[CH3:1][O:2][C:3]([c:4]1[c:5]([CH2:12][Br:13])[cH:6][c:7]([Cl:11])[cH:8][c:9]1[I:10])=[O:14].[CH3:31][CH2:32][O:33][C:34](=[O:35])[CH3:36].[CH3:37][c:38]1[cH:39][cH:40][cH:41][cH:42][cH:43]1.[CH3:44][CH2:45][CH2:46][CH2:47][CH2:48][CH3:49].[K+:25].[K+:26].[O-:27][C:28]([O-:29])=[O:30]>>[C:3]1(=[O:14])[c:4]2[c:5]([cH:6][c:7]([Cl:11])[cH:8][c:9]2[I:10])[CH2:12][N:22]1[CH2:21][c:20]1[cH:19][cH:18][c:17]([O:16][CH3:15])[cH:24][cH:23]1. Product: COc1ccc(CN2Cc3cc(Cl)cc(I)c3C2=O)cc1. Reactants: C([O-])([O-])=O.[K+].[K+] (potassium carbonate), CI (methyliodide), ClC1=CC=C(CNC2CCC(CC2)O)C=C1 (4-[N-(4-chloro-benzyl)-amino]-cyclohexanol). Solvent: CN(C=O)C (dimethyl-formamide). Product: ClC1=CC=C(CN(C2CCC(CC2)O)C)C=C1 (4-[N-(4-Chloro-benzyl)-methylamino]-cyclohexanol). Reaction SMILES: [Cl:1][C:2]1[CH:16]=[CH:15][C:5]([CH2:6][NH:7][CH:8]2[CH2:13][CH2:12][CH:11]([OH:14])[CH2:10][CH2:9]2)=[CH:4][CH:3]=1.[C:17](=O)([O-])[O-].[K+].[K+].CI>CN(C)C=O>[Cl:1][C:2]1[CH:16]=[CH:15][C:5]([CH2:6][N:7]([CH3:17])[CH:8]2[CH2:9][CH2:10][CH:11]([OH:14])[CH2:12][CH2:13]2)=[CH:4][CH:3]=1 |f:1.2.3|. Procedure details: 7.2 g (30 mMol) of 4-[N-(4-chloro-benzyl)-amino]-cyclohexanol are dissolved in 30 ml of dimethyl-formamide, and after the addition of 2.2 g (16 mMol) of potassium carbonate, 4.26 g (30 mMol) of methyliodide are added dropwise. When the slightly exothermic reaction has ended, the mixture is concentrated by evaporation, mixed with water and extracted with chloroform. The concentrated extracts are chromatographed on silica gel to purify them (eluant; methylene chloride/methanol=20/1). Reactants: C[S-], N#Cc1ccncc1Cl, [Na+], CN(C)C=O. Yields the product CSc1cnccc1C#N. As a reaction SMILES: [CH3:10][S-:11].[Cl:1][c:2]1[c:3]([C:4]#[N:5])[cH:6][cH:7][n:8][cH:9]1.[Na+:12].[O:13]=[CH:14][N:15]([CH3:16])[CH3:17]>>[c:2]1([S:11][CH3:10])[c:3]([C:4]#[N:5])[cH:6][cH:7][n:8][cH:9]1. Starting materials: CCOC(=O)C(F)P(=O)(OCC)OCC (triethyl 2-fluoro-2-phosphonoacetate), COCOC=1C(=CC=2C(CCC(C2C1)(C)C)(C)C)C(CC)=O (1-(3-methoxymethoxy-5,5,8,8-tetramethyl-5,6,7,8-tetrahydro-naphthalen-2-yl)-propan-1-one), [Li]CCCC (n-BuLi), COCOC=1C(=CC=2C(CCC(C2C1)(C)C)(C)C)C(CC)=O (1-(3-methoxymethoxy-5,5,8,8-tetramethyl-5,6,7,8-tetrahydro-naphthalen-2-yl)-propan-1-one). Run in C1CCOC1 (THF), C1CCOC1 (THF). Yields the product C(C)OC(/C(=C(/CC)\C1=CC=2C(CCC(C2C=C1OCOC)(C)C)(C)C)/F)=O ((E)-2-Fluoro-3-(3-methoxymethoxy-5,5,8,8-tetramethyl-5,6,7,8-tetrahydro-naphthalen-2-yl)-pent-2-enoic acid ethyl ester). As a reaction SMILES: [CH3:1][CH2:2][O:3][C:4]([CH:6](P(OCC)(OCC)=O)[F:7])=[O:5].[Li]CCCC.[CH3:21][O:22][CH2:23][O:24][C:25]1[C:26]([C:39](=O)[CH2:40][CH3:41])=[CH:27][C:28]2[C:29]([CH3:38])([CH3:37])[CH2:30][CH2:31][C:32]([CH3:36])([CH3:35])[C:33]=2[CH:34]=1>C1COCC1>[CH2:2]([O:3][C:4](=[O:5])/[C:6](/[F:7])=[C:39](\[C:26]1[C:25]([O:24][CH2:23][O:22][CH3:21])=[CH:34][C:33]2[C:32]([CH3:36])([CH3:35])[CH2:31][CH2:30][C:29]([CH3:37])([CH3:38])[C:28]=2[CH:27]=1)/[CH2:40][CH3:41])[CH3:1]. Procedure: Following General Procedure B and using triethyl 2-fluoro-2-phosphonoacetate (5.6 mL, 27.6 mmol), THF (50 mL), n-BuLi (17.3 mL, 1.6 M in hexane, 27.6 mmol), and 1-(3-methoxymethoxy-5,5,8,8-tetramethyl-5,6,7,8-tetrahydro-naphthalen-2-yl)-propan-1-one (Intermediate 14, 2.8 g, 9.2 mmol) in THF (10 mL), followed by flash column chromatography on silica gel (3% EtOAc-hexane), the title compound was obtained as a mixture containing minimal 2-Z isomer (3.3 g). The mixture was used directly in the next ... As a reaction SMILES: [F:1][C:2]1[C:7]([F:8])=[CH:6][C:5]([C:9]2([CH2:24]O)[C:17]3[C:12](=[CH:13][CH:14]=[CH:15][CH:16]=3)[N:11]([CH2:18][CH2:19][CH2:20][CH2:21][CH3:22])[C:10]2=[O:23])=[C:4]([OH:26])[CH:3]=1.C1(CCN2C3C(=CC=CC=3)C(C3C(O)=CC4OCOC=4C=3)(CO)C2=O)CC1>>[F:8][C:7]1[C:2]([F:1])=[CH:3][C:4]2[O:26][CH2:24][C:9]3([C:17]4[C:12](=[CH:13][CH:14]=[CH:15][CH:16]=4)[N:11]([CH2:18][CH2:19][CH2:20][CH2:21][CH3:22])[C:10]3=[O:23])[C:5]=2[CH:6]=1. Starting materials: FC1=CC(=C(C=C1F)C1(C(N(C2=CC=CC=C12)CCCCC)=O)CO)O (3-(4,5-difluoro-2-hydroxyphenyl)-3-(hydroxymethyl)-1-pentyl-1,3-dihydro-2H-indol-2-one), C1(CC1)CCN1C(C(C2=CC=CC=C12)(CO)C1=CC2=C(OCO2)C=C1O)=O (1-(2-cyclopropylethyl)-3-(6-hydroxy-1,3-benzodioxol-5-yl)-3-(hydroxymethyl)-1,3-dihydro-2H-indol-2-one). Procedure details: Following the procedure as described in EXAMPLE 1, and making non-critical variations using 3-(4,5-difluoro-2-hydroxyphenyl)-3-(hydroxymethyl)-1-pentyl-1,3-dihydro-2H-indol-2-one to replace 1-(2-cyclopropylethyl)-3-(6-hydroxy-1,3-benzodioxol-5-yl)-3-(hydroxymethyl)-1,3-dihydro-2H-indol-2-one, the title compound was obtained in 71% yield: mp 48-50° C.; 1H NMR (300 MHz, CDCl3) δ 7.33 (td, 1H), 7.18-7.12 (m, 2H), 6.93 (d, 1H), 6.77 (dd, 1H), 6.51 (dd, 1H), 4.96 (d, 1H), 4.71 (d, 1H), 3.87-3.64 (m, ... Product: FC=1C(=CC2=C(C1)C1(C(N(C3=CC=CC=C13)CCCCC)=O)CO2)F (5,6-difluoro-1′-pentylspiro[1-benzofuran-3,3′-indol]-2′(1′H)-one). The yield is 71.0%. The reactants are COC1=CC=C(CNC2=NC=NC(=C2)OC2=C(C=C(C=C2)N)F)C=C1 (N-(4-methoxybenzyl)-6-(4-amino-2-fluorophenoxy)pyrimidin-4-amine), COC1=CC=C(CNC2=CC(=NC=N2)OC2=C(C=C(C=C2)NC(=O)NC(CC2=CC=C(C=C2)F)=O)F)C=C1 (1-(4-(6-(4-Methoxybenzylamino)pyrimidin-4-yloxy)-3-fluorophenyl)-3-(2-(4-fluorophenyl)acetyl)urea), NC1=CC(=NC=N1)OC1=C(C=C(C=C1)NC(=S)NC(CC1=CC=C(C=C1)F)=O)F (1-(4-(6-Aminopyrimidin-4-yloxy)-3-fluorophenyl)-3-(2-(4-fluorophenyl)acetyl)thiourea), NC1=CC(=NC=N1)OC1=C(C=C(C=C1)NC(=S)NC(CC1=CC=C(C=C1)F)=O)F (1-(4-(6-Aminopyrimidin-4-yloxy)-3-fluorophenyl)-3-(2-(4-fluorophenyl)acetyl)thiourea), CN(C)C(=[N+](C)C)ON1C2=C(C=CC=C2)N=N1.[B-](F)(F)(F)F (TBTU), CCN(C(C)C)C(C)C (DIPEA), FC1=CC=C(C=C1)N(C(CC(=O)N)=O)C1=CC=C(C=C1)OC1=CC=NC=C1 (N-(4-Fluorophenyl)-N-(4-(pyridin-4-yloxy)phenyl)malonamide). Solvent: CN(C)C=O (DMF). Product: COC1=CC=C(CNC2=CC(=NC=N2)OC2=C(C=C(C=C2)NC(CC(=O)NC2=CC=C(C=C2)F)=O)F)C=C1 (N1-(4-(6-(4-Methoxybenzylamino)pyrimidin-4-yloxy)-3-fluorophenyl)-N3-(4-fluorophenyl)malonamide). Isolated yield 82.0%. RXN SMILES: [CH3:1][O:2][C:3]1[CH:25]=[CH:24][C:6]([CH2:7][NH:8][C:9]2[CH:14]=[C:13]([O:15][C:16]3[CH:21]=[CH:20][C:19]([NH2:22])=[CH:18][C:17]=3[F:23])[N:12]=[CH:11][N:10]=2)=[CH:5][CH:4]=1.COC1C=CC(CNC2N=CN=C(OC3C=CC(NC(NC(=O)CC4C=CC(F)=CC=4)=O)=CC=3F)C=2)=CC=1.NC1N=CN=C(OC2C=CC(NC(NC(=O)CC3C=CC(F)=CC=3)=S)=CC=2F)C=1.CN(C(ON1N=NC2C=CC=CC1=2)=[N+](C)C)C.[B-](F)(F)(F)F.CCN(C(C)C)C(C)C.[F:124][C:125]1[CH:130]=[CH:129][C:128]([N:131](C2C=CC(OC3C=CN=CC=3)=CC=2)[C:132](=[O:137])[CH2:133][C:134](N)=[O:135])=[CH:127][CH:126]=1>CN(C=O)C>[CH3:1][O:2][C:3]1[CH:4]=[CH:5][C:6]([CH2:7][NH:8][C:9]2[N:10]=[CH:11][N:12]=[C:13]([O:15][C:16]3[CH:21]=[CH:20][C:19]([NH:22][C:134](=[O:135])[CH2:133][C:132]([NH:131][C:128]4[CH:129]=[CH:130][C:125]([F:124])=[CH:126][CH:127]=4)=[O:137])=[CH:18][C:17]=3[F:23])[CH:14]=2)=[CH:24][CH:25]=1 |f:3.4|. Procedure: The title compound was prepared from N-(4-methoxybenzyl)-6-(4-amino-2-fluorophenoxy)pyrimidin-4-amine. (Compound C of Example 11, 200 mg, 0.59 mmol), 3-(4-fluorophenylamino)-3-oxopropanoic acid (Compound B of Example 1, 128 mg, 0.65 mmol), TBTU (228 mg, 0.71 mmol), and DIPEA (123 μL, 0.71 mmol) in DMF using a similar procedure described for the preparation of Compound C of Example 1. The crude product was purified by trituration with isopropyl ether to give the title compound (250 mg, 82%) as an...